From a dataset of the Open Reaction Database (ORD), a public repository of structured organic reaction records. describe an organic reaction: reactants, conditions, products, and yield The reactants are acid chloride, N (ammonia), BrC=1C=C2C=CC(=CC2=CC1)C(=O)O (6-bromo-2-naphthoic acid). Run in S(=O)(Cl)Cl (thionyl chloride). Reaction conditions: time 3 hour. Product: BrC=1C=C2C=CC(=CC2=CC1)C(=O)N (6-bromo-2-naphthamide). Isolated yield 90.4%. RXN SMILES: [Br:1][C:2]1[CH:3]=[C:4]2[C:9](=[CH:10][CH:11]=1)[CH:8]=[C:7]([C:12]([OH:14])=O)[CH:6]=[CH:5]2.[NH3:15]>S(Cl)(Cl)=O>[Br:1][C:2]1[CH:3]=[C:4]2[C:9](=[CH:10][CH:11]=1)[CH:8]=[C:7]([C:12]([NH2:15])=[O:14])[CH:6]=[CH:5]2. Procedure: 6-bromo-2-naphthoic acid (2 g, 7.97 mmol) was stirred in thionyl chloride (13.28 ml) at 70° C. for 16 h. Solvent was evaporated, and the residue was dissolved in CH2Cl2 and concentrated again. To the acid chloride intermediate was added ammonia (7N in MeOH, 13.66 ml, 96 mmol) and the mixture was stirred at room temperature for 3 h. The reaction mixture was concentrated, diluted in ethyl acetate and filtered. The solid was rinsed with ethyl acetate and then dried. The title compound 2a (1.802 g, ... Reactants: OC=1C=C2CCC(NC2=CC1)=O (6-hydroxy-3,4-dihydrocarbostyril), [OH-].[K+] (potassium hydroxide), [I-].[Na+] (sodium iodide), CN(C(CCCCl)=O)C1CCCCC1 (N-methyl-N-(4-chlorobutyryl)cyclohexylamine), [Na+].[Cl-] (NaCl). Solvent: CS(=O)C (dimethylsulfoxide). Reaction conditions: time 4.5 hour. Product: CN(C(=O)CCCOC=1C=C2CCC(NC2=CC1)=O)C1CCCCC1 (6-[3-(N-methyl-N-cyclohexylaminocarbonyl)propoxy]-3,4-dihydrocarbostyril). RXN SMILES: [OH:1][C:2]1[CH:3]=[C:4]2[C:9](=[CH:10][CH:11]=1)[NH:8][C:7](=[O:12])[CH2:6][CH2:5]2.[OH-].[K+].[I-].[Na+].[CH3:17][N:18]([CH:25]1[CH2:30][CH2:29][CH2:28][CH2:27][CH2:26]1)[C:19](=[O:24])[CH2:20][CH2:21][CH2:22]Cl.[Na+].[Cl-]>CS(C)=O>[CH3:17][N:18]([CH:25]1[CH2:30][CH2:29][CH2:28][CH2:27][CH2:26]1)[C:19]([CH2:20][CH2:21][CH2:22][O:1][C:2]1[CH:3]=[C:4]2[C:9](=[CH:10][CH:11]=1)[NH:8][C:7](=[O:12])[CH2:6][CH2:5]2)=[O:24] |f:1.2,3.4,6.7|. Reported procedure: 3.2 Grams of 6-hydroxy-3,4-dihydrocarbostyril, 0.9 g of potassium hydroxide, 3.2 g of sodium iodide and 5.0 g of N-methyl-N-(4-chlorobutyryl)cyclohexylamine are added to 50 ml of dimethylsulfoxide, and the mixture is agitated at 70° to 80° C. for 4.5 hours. After the reaction, the reaction solution is poured into 400 ml of saturated NaCl solution and the precipitated crystals are filtered out and washed with water. The thus obtained crude crystals are then recrystallized from benzene-petroluem e...